This data is from the Open Reaction Database (ORD), a public repository of structured organic reaction records. The task is: describe an organic reaction: reactants, conditions, products, and yield The reactants are [Al+3], O=c1cc(-c2ccc(F)cc2)cnn1Cc1ccccc1, Cc1ccccc1, [Cl-], [Cl-], [Cl-]. Product: O=c1cc(-c2ccc(F)cc2)cn[nH]1. As a reaction SMILES: [Al+3:2].[CH2:5]([c:6]1[cH:7][cH:8][cH:9][cH:10][cH:11]1)[n:12]1[n:13][cH:14][c:15](-[c:19]2[cH:20][cH:21][c:22]([F:25])[cH:23][cH:24]2)[cH:16][c:17]1=[O:18].[CH3:26][c:27]1[cH:28][cH:29][cH:30][cH:31][cH:32]1.[Cl-:1].[Cl-:3].[Cl-:4]>>[nH:12]1[n:13][cH:14][c:15](-[c:19]2[cH:20][cH:21][c:22]([F:25])[cH:23][cH:24]2)[cH:16][c:17]1=[O:18]. The reactants are COC1=C(C(=O)Cl)C=C(C=C1)Cl (2-methoxy-5-chloro-benzoyl chloride), NCCC1=CC=C(C=C1)C1=CC=C(C=C1)O (4-[2-Aminoethyl]-4'-hydroxy-biphenyl), [OH-].[Na+] (sodium hydroxide), O (water). Solvent: O1CCOCC1 (dioxane). Run at time 2 hour. Yields the product COC1=C(C(=O)NCCC2=CC=C(C=C2)C2=CC=C(C=C2)O)C=C(C=C1)Cl (4-[2-(2-Methoxy-5-chloro-benzamido)-ethyl]-4'-hydroxy-biphenyl). As a reaction SMILES: [NH2:1][CH2:2][CH2:3][C:4]1[CH:9]=[CH:8][C:7]([C:10]2[CH:15]=[CH:14][C:13]([OH:16])=[CH:12][CH:11]=2)=[CH:6][CH:5]=1.[OH-].[Na+].O.[CH3:20][O:21][C:22]1[CH:30]=[CH:29][C:28]([Cl:31])=[CH:27][C:23]=1[C:24](Cl)=[O:25]>O1CCOCC1>[CH3:20][O:21][C:22]1[CH:30]=[CH:29][C:28]([Cl:31])=[CH:27][C:23]=1[C:24]([NH:1][CH2:2][CH2:3][C:4]1[CH:9]=[CH:8][C:7]([C:10]2[CH:15]=[CH:14][C:13]([OH:16])=[CH:12][CH:11]=2)=[CH:6][CH:5]=1)=[O:25] |f:1.2|. Reported procedure: A solution of 43 gm (20.1 millimols) of 4-[2-Aminoethyl]-4'-hydroxy-biphenyl in a mixture of 8.5 gm (21.3 millimols) of sodium hydroxide, 270 ml of water and 100 ml of dioxane, was acylated with 41.5 gm (20.1 millimols) of 2-methoxy-5-chloro-benzoyl chloride at 0° C. After stirring at room temperature for 2 hours, the mixture was extracted with chloroform, and the organic phase was dried over sodium sulfate. After distilling off the extracting agent, 72 gm (94% of theory) of a light yellow oil w...